The task is: describe an organic reaction: reactants, conditions, products, and yield. This data is from the Open Reaction Database (ORD), a public repository of structured organic reaction records. Reactants: COCCN, O=C1C2=C(CCCC2)C(=O)N1c1cc(OC2CCCC2)c(Cl)cc1F, c1ccccc1. Product: COCCNC(=O)C1=C(C(=O)Nc2cc(OC3CCCC3)c(Cl)cc2F)CCCC1. As a reaction SMILES: [CH3:26][O:27][CH2:28][CH2:29][NH2:30].[F:1][c:2]1[c:3]([N:15]2[C:16](=[O:25])[C:17]3=[C:18]([C:19]2=[O:20])[CH2:21][CH2:22][CH2:23][CH2:24]3)[cH:4][c:5]([O:9][CH:10]2[CH2:11][CH2:12][CH2:13][CH2:14]2)[c:6]([Cl:8])[cH:7]1.[cH:31]1[cH:32][cH:33][cH:34][cH:35][cH:36]1>>[F:1][c:2]1[c:3]([NH:15][C:19]([C:18]2=[C:17]([C:16](=[O:25])[NH:30][CH2:29][CH2:28][O:27][CH3:26])[CH2:24][CH2:23][CH2:22][CH2:21]2)=[O:20])[cH:4][c:5]([O:9][CH:10]2[CH2:11][CH2:12][CH2:13][CH2:14]2)[c:6]([Cl:8])[cH:7]1. Reactants: O(C1=CC=CC=C1)CCCBr (3-phenoxypropyl bromide), C1(=CC=CC=C1)C1CCNCC1 (4-phenylpiperidine), C(=O)([O-])[O-].[K+].[K+] (K2CO3). Solvent: CCO (EtOH). Product: O(C1=CC=CC=C1)CCCN1CCC(CC1)C1=CC=CC=C1 (1-(3-Phenoxypropyl)-4-phenylpiperidine). The yield is 64.2%. As a reaction SMILES: [O:1]([CH2:8][CH2:9][CH2:10]Br)[C:2]1[CH:7]=[CH:6][CH:5]=[CH:4][CH:3]=1.[C:12]1([CH:18]2[CH2:23][CH2:22][NH:21][CH2:20][CH2:19]2)[CH:17]=[CH:16][CH:15]=[CH:14][CH:13]=1.C([O-])([O-])=O.[K+].[K+]>CCO>[O:1]([CH2:8][CH2:9][CH2:10][N:21]1[CH2:22][CH2:23][CH:18]([C:12]2[CH:17]=[CH:16][CH:15]=[CH:14][CH:13]=2)[CH2:19][CH2:20]1)[C:2]1[CH:7]=[CH:6][CH:5]=[CH:4][CH:3]=1 |f:2.3.4|. Procedure: A mixture of 3-phenoxypropyl bromide (224 mg, 1.04 mmol), 4-phenylpiperidine (140 mg, 0.870 mmol) and K2CO3 (264 mg, 1.91 mmol) in 15 mL of EtOH was refluxed under N2 for 12 hr. The inorganic salt was removed through a short column of silica gel and washed with EtOAc (3×15 mL). The filtrate was evaporated in vacuo to give a residue, which was purified by flash chromatography giving the title as a pale yellow oil (165 mg, 64%): 1H NMR (CDCl3) 1.90 (m, 4 H), 2.10 (m, 4 H), 2.55 (m, 1H), 2.70 (bs, ... Starting materials: C(C)(=O)O.C(C)(=O)O.IC1=CC=CC=C1 (iodobenzene diacetate), [C-]1(C=CC=C1)CN1C(NNC1=O)=O.[CH-]1C=CC=C1.[Fe+2] (4-(ferrocenylmethyl)urazole). Run in O1CCCC1 (tetrahydrofuran), O1CCCC1 (tetrahydrofuran). Run at time 2 hour. Product: [C-]1(C=CC=C1)CN1C(N=NC1=O)=O.[CH-]1C=CC=C1.[Fe+2] (4-(ferrocenylmethyl)-1,2,4-triazoline-3,5-dione). Reaction SMILES: C(O)(=O)C.C(O)(=O)C.I[C:10]1[CH:15]=[CH:14][CH:13]=[CH:12]C=1.[C-:16]1([CH2:21][N:22]2[C:26](=[O:27])[NH:25][NH:24][C:23]2=[O:28])[CH:20]=[CH:19][CH:18]=[CH:17]1.[CH-]1C=CC=C1.[Fe+2:34]>O1CCCC1>[C-:16]1([CH2:21][N:22]2[C:23](=[O:28])[N:24]=[N:25][C:26]2=[O:27])[CH:17]=[CH:18][CH:19]=[CH:20]1.[CH-:12]1[CH:13]=[CH:14][CH:15]=[CH:10]1.[Fe+2:34] |f:0.1.2,3.4.5,7.8.9|. Procedure: With reference to EXAMPLE 1-1, 5 mg (0.016 mmol) of iodobenzene diacetate was added to a mixture of 5 mg (0.017 mmol) of 4-(ferrocenylmethyl)urazole and 0.25 mL of tetrahydrofuran at room temperature. The mixture was stirred for 2 hours to give the tetrahydrofuran solution of 4-(ferrocenylmethyl)-1,2,4-triazoline-3,5-dione. A tetrahydrofuran (0.25 mL) solution of 1 mg (0.0025 mmol) of alfacalcidol prepared in accordance with the method described in Japanese Patent Publication (KOKAI) No. 48-6275... Starting materials: [Al+3], CC(C)CN, [Cl-], [Cl-], [Cl-], CC(Cl)Cl, N#Cc1nonc1N. The product is CC(C)CNC(=N)c1nonc1N. Reaction SMILES: [Al+3:15].[CH2:9]([CH:10]([CH3:11])[CH3:12])[NH2:13].[Cl-:14].[Cl-:16].[Cl-:17].[Cl:18][CH:19]([Cl:20])[CH3:21].[NH2:1][c:2]1[c:3]([C:7]#[N:8])[n:4][o:5][n:6]1>>[NH2:1][c:2]1[c:3]([C:7](=[NH:8])[NH:13][CH2:9][CH:10]([CH3:11])[CH3:12])[n:4][o:5][n:6]1. The reactants are Fc1ccc(-n2ncnc2-c2cc3c(s2)-c2nc(Cl)ccc2OCC3)c(F)c1, CC(C)(C)OC(=O)N1CCNCC1, C1COCCO1. Yields the product CC(C)(C)OC(=O)N1CCN(c2ccc3c(n2)-c2sc(-c4ncnn4-c4ccc(F)cc4F)cc2CCO3)CC1. Reaction SMILES: [Cl:1][c:2]1[cH:3][cH:4][c:5]2[c:6]([n:28]1)-[c:7]1[s:8][c:9](-[c:15]3[n:16](-[c:20]4[c:21]([F:27])[cH:22][c:23]([F:26])[cH:24][cH:25]4)[n:17][cH:18][n:19]3)[cH:10][c:11]1[CH2:12][CH2:13][O:14]2.[N:29]1([C:35](=[O:36])[O:37][C:38]([CH3:39])([CH3:40])[CH3:41])[CH2:30][CH2:31][NH:32][CH2:33][CH2:34]1.[O:42]1[CH2:43][CH2:44][O:45][CH2:46][CH2:47]1>>[c:2]1([N:32]2[CH2:31][CH2:30][N:29]([C:35](=[O:36])[O:37][C:38]([CH3:39])([CH3:40])[CH3:41])[CH2:34][CH2:33]2)[cH:3][cH:4][c:5]2[c:6]([n:28]1)-[c:7]1[s:8][c:9](-[c:15]3[n:16](-[c:20]4[c:21]([F:27])[cH:22][c:23]([F:26])[cH:24][cH:25]4)[n:17][cH:18][n:19]3)[cH:10][c:11]1[CH2:12][CH2:13][O:14]2. Starting materials: O=C([O-])[O-], Cc1ccccc1, Oc1ccc(Cl)cc1Cl, O=C(O)c1cccnc1Cl, [Cs+], [Cs+]. Yields the product O=C(O)c1cccnc1Oc1ccc(Cl)cc1Cl. As a reaction SMILES: [C:20](=[O:21])([O-:22])[O-:23].[CH3:26][c:27]1[cH:28][cH:29][cH:30][cH:31][cH:32]1.[Cl:11][c:12]1[c:13]([OH:19])[cH:14][cH:15][c:16]([Cl:18])[cH:17]1.[Cl:1][c:2]1[c:3]([C:4](=[O:5])[OH:6])[cH:7][cH:8][cH:9][n:10]1.[Cs+:24].[Cs+:25]>>[c:2]1([O:19][c:13]2[c:12]([Cl:11])[cH:17][c:16]([Cl:18])[cH:15][cH:14]2)[c:3]([C:4](=[O:5])[OH:6])[cH:7][cH:8][cH:9][n:10]1.